Dataset: the Open Reaction Database (ORD), a public repository of structured organic reaction records. Task: describe an organic reaction: reactants, conditions, products, and yield The reactants are [Cl-] (chloride), Cl (hydrochloric acid), C(C1=CC=CC=C1)(=O)Cl (benzoyl chloride), CN1C(=CC=C1)CC#N (1-methylpyrrole-2-acetonitrile). Run in C(Cl)Cl (methylene chloride), C(Cl)Cl (methylene chloride). Run at temperature 0 celsius. The product is C(C1=CC=CC=C1)(=O)C1=CC=C(N1C)CC#N (5-benzoyl-1-methylpyrrole-2-acetonitrile). RXN SMILES: [Cl-].[C:2](Cl)(=[O:9])[C:3]1[CH:8]=[CH:7][CH:6]=[CH:5][CH:4]=1.[CH3:11][N:12]1[CH:16]=[CH:15][CH:14]=[C:13]1[CH2:17][C:18]#[N:19].Cl>C(Cl)Cl>[C:2]([C:16]1[N:12]([CH3:11])[C:13]([CH2:17][C:18]#[N:19])=[CH:14][CH:15]=1)(=[O:9])[C:3]1[CH:8]=[CH:7][CH:6]=[CH:5][CH:4]=1. Procedure details: To a chilled suspension of 9.7 g. (0.07 mole) of alumonum chloride in 45 ml. methylene chloride is added 9 ml. (0.07 mole) benzoyl chloride. The resulting solution is added dropwise to a solution of 1-methylpyrrole-2-acetonitrile in 30 ml. methylene chloride while cooling externally with an ammonium chloride ice bath (temperature below 5° C.). After the addition is complete, the reaction mixture is stirred at 0° C. for fifteen minutes and then poured into ice acidified with 3N hydrochloric acid....